From a dataset of the Open Reaction Database (ORD), a public repository of structured organic reaction records. describe an organic reaction: reactants, conditions, products, and yield The reactants are BrCC1=NC(=CC=C1)C1=CC=C(C=C1)C(F)(F)F (2-(bromomethyl)-6-[4-(trifluoromethyl)phenyl]pyridine), SC1=CC(=C(OCC(=O)OCC)C=C1)C (ethyl (4-mercapto-2-methylphenoxy)acetate), C(=O)([O-])[O-].[K+].[K+] (K2CO3). The solvent is CC#N (MeCN). The product is CC1=C(C=CC(=C1)SCC1=NC(=CC=C1)C1=CC=C(C=C1)C(F)(F)F)OCC(=O)OCC (Ethyl ({2-methyl-4-[({6-[4-(trifluoromethyl)phenyl]-2-pyridinyl}methyl)thio]phenyl}oxy)acetate). Isolated yield 93.7%. As a reaction SMILES: Br[CH2:2][C:3]1[CH:8]=[CH:7][CH:6]=[C:5]([C:9]2[CH:14]=[CH:13][C:12]([C:15]([F:18])([F:17])[F:16])=[CH:11][CH:10]=2)[N:4]=1.[SH:19][C:20]1[CH:32]=[CH:31][C:23]([O:24][CH2:25][C:26]([O:28][CH2:29][CH3:30])=[O:27])=[C:22]([CH3:33])[CH:21]=1.C([O-])([O-])=O.[K+].[K+]>CC#N>[CH3:33][C:22]1[CH:21]=[C:20]([S:19][CH2:2][C:3]2[CH:8]=[CH:7][CH:6]=[C:5]([C:9]3[CH:14]=[CH:13][C:12]([C:15]([F:18])([F:17])[F:16])=[CH:11][CH:10]=3)[N:4]=2)[CH:32]=[CH:31][C:23]=1[O:24][CH2:25][C:26]([O:28][CH2:29][CH3:30])=[O:27] |f:2.3.4|. Procedure details: A solution of the 2-(bromomethyl)-6-[4-(trifluoromethyl)phenyl]pyridine (238 mg, 0.75 mmol), ethyl (4-mercapto-2-methylphenoxy)acetate (84 mg, 0.37 mmol) and K2CO3 (57 mg, 0.41 mmol) in MeCN (5 mL) was stirred at rt, under nitrogen overnight. The mixture was then partitioned between water and EtOAc and the layers separated. The organic layer was then washed with water and brine, dried (MgSO4), filtered and reduced. Purification by SPE (silica, 2 g cartridge) eluting with CHCl3:cyclohexane (5:1) ... Reactants: ClC1=C(SC=C1)C=1N=C(SC1)N (4-(3-chloro-2-thienyl)-1,3-thiazol-2-amine), ClC1=C(C(=CC(=C1)Cl)C)S(=O)(=O)Cl (2,4-dichloro-6-methylbenzenesulfonyl chloride). The product is ClC1=C(C(=CC(=C1)Cl)C)S(=O)(=O)NC=1SC=C(N1)C=1SC=CC1Cl (2,4-Dichloro-N-[4-(3-chloro-2-thienyl)1,3-thiazol-2-yl]-6-methylbenzenesulfonamide), solid. RXN SMILES: [Cl:1][C:2]1[CH:6]=[CH:5][S:4][C:3]=1[C:7]1[N:8]=[C:9]([NH2:12])[S:10][CH:11]=1.[Cl:13][C:14]1[CH:19]=[C:18]([Cl:20])[CH:17]=[C:16]([CH3:21])[C:15]=1[S:22](Cl)(=[O:24])=[O:23]>>[Cl:13][C:14]1[CH:19]=[C:18]([Cl:20])[CH:17]=[C:16]([CH3:21])[C:15]=1[S:22]([NH:12][C:9]1[S:10][CH:11]=[C:7]([C:3]2[S:4][CH:5]=[CH:6][C:2]=2[Cl:1])[N:8]=1)(=[O:24])=[O:23]. Procedure details: The title compound was prepared from 4-(3-chloro-2-thienyl)-1,3-thiazol-2-amine and 2,4-dichloro-6-methylbenzenesulfonyl chloride as described in the synthetic METHOD B to give a yellow solid (9.4 mg) with purity >90%: MS (pos) m/z 439.1, 441.1; HRS m/z 437.8875 (calc. of monoisotopic mass for C14H9Cl3N2O2S3 gives 437.8892). The reactants are C(C=C)OC=1C(=C(C=C(C1Cl)CC1=CC=C(C=C1)CC)[C@@H]1O[C@@H]([C@H]([C@@H]([C@H]1OCC1=CC=CC=C1)OCC1=CC=CC=C1)OCC1=CC=CC=C1)COCC1=CC=CC=C1)Br ((2S,3S,4R,5R,6R)-2-(3-(Allyloxy)-2-bromo-4-chloro-5-(4-ethylbenzyl)phenyl)-3,4,5-tris(benzyloxy)-6-((benzyloxy)methyl)tetrahydro-2H-pyran), CCCC[SnH](CCCC)CCCC (Bu3SnH), CC(C)(C#N)N=NC(C)(C)C#N (AIBN), [F-].[K+] (KF), CCOC(=O)C (EtOAc). Run at temperature 120 celsius, time 20 hour. Yields the product ClC1=C(C=C(C=2C(COC21)C)[C@@H]2O[C@@H]([C@H]([C@@H]([C@H]2OCC2=CC=CC=C2)OCC2=CC=CC=C2)OCC2=CC=CC=C2)COCC2=CC=CC=C2)CC2=CC=C(C=C2)CC (7-Chloro-6-(4-ethylbenzyl)-3-methyl-4-((2S,3S,4R,5R,6R)-3,4,5-tris(benzyloxy)-6-((benzyloxy)methyl)tetrahydro-2H-pyran-2-yl)-2,3-dihydrobenzofuran). Yield: 40.0%. Reaction SMILES: C(OC1C(Br)=[C:7]([C@H:21]2[C@H:26]([O:27][CH2:28][C:29]3[CH:34]=[CH:33][CH:32]=[CH:31][CH:30]=3)[C@@H:25]([O:35][CH2:36][C:37]3[CH:42]=[CH:41][CH:40]=[CH:39][CH:38]=3)[C@H:24]([O:43][CH2:44][C:45]3[CH:50]=[CH:49][CH:48]=[CH:47][CH:46]=3)[C@@H:23]([CH2:51][O:52][CH2:53][C:54]3[CH:59]=[CH:58][CH:57]=[CH:56][CH:55]=3)[O:22]2)[CH:8]=[C:9]([CH2:12][C:13]2[CH:18]=[CH:17][C:16]([CH2:19][CH3:20])=[CH:15][CH:14]=2)[C:10]=1[Cl:11])C=C.[CH3:61]CCC[SnH](CCCC)CCCC.CC(N=NC(C#N)(C)C)(C#N)C.[F-].[K+].[CH3:88][CH2:89][O:90][C:91]([CH3:93])=O>>[Cl:11][C:10]1[C:91]2[O:90][CH2:89][CH:88]([CH3:61])[C:93]=2[C:7]([C@H:21]2[C@H:26]([O:27][CH2:28][C:29]3[CH:30]=[CH:31][CH:32]=[CH:33][CH:34]=3)[C@@H:25]([O:35][CH2:36][C:37]3[CH:42]=[CH:41][CH:40]=[CH:39][CH:38]=3)[C@H:24]([O:43][CH2:44][C:45]3[CH:46]=[CH:47][CH:48]=[CH:49][CH:50]=3)[C@@H:23]([CH2:51][O:52][CH2:53][C:54]3[CH:59]=[CH:58][CH:57]=[CH:56][CH:55]=3)[O:22]2)=[CH:8][C:9]=1[CH2:12][C:13]1[CH:14]=[CH:15][C:16]([CH2:19][CH3:20])=[CH:17][CH:18]=1 |f:3.4|. Procedure details: To a solution of the 163 (1.52 g, 1.71 mmol) were added Bu3SnH (3.7 ml, 13.7 mmol) and AIBN (112 mg, 0.68 mmol). After stirring for 20 h at 120° C., aq. 10% KF solution was added to quench the reaction. The residue was dissolved in EtOAc (100 mL), washed with saturated NaHCO3 solution, dried over anhydrous MgSO4, filtered and concentrated in vacuo. The residue was purified by silica gel column chromatography to provide the compound 164 (538 mg, 40%). Run at temperature 0 celsius, time 15 minute. Reaction SMILES: [CH3:1][C:2]1[CH:3]=[C:4]([C:7]2[CH:11]=[CH:10][NH:9][N:8]=2)[S:5][CH:6]=1.[H-].[Na+].[CH2:14](I)[CH2:15][CH3:16].O>CN(C)C=O.CC(OC)(C)C>[CH3:1][C:2]1[CH:3]=[C:4]([C:7]2[CH:11]=[CH:10][N:9]([CH2:14][CH2:15][CH3:16])[N:8]=2)[S:5][CH:6]=1.[CH3:1][C:2]1[CH:3]=[C:4]([C:7]2[N:8]([CH2:14][CH2:15][CH3:16])[N:9]=[CH:10][CH:11]=2)[S:5][CH:6]=1 |f:1.2|. Solvent: CN(C=O)C (N,N-dimethylformamide), CC(C)(C)OC (MTBE). Yields the product CC=1C=C(SC1)C1=NN(C=C1)CCC (3-(4-methyl-2-thienyl)-1-propyl-1H-pyrazole), CC=1C=C(SC1)C1=CC=NN1CCC (5-(4-methyl-2-thienyl)-1-propyl-1H-pyrazole). The yield is 18.0%. Procedure: 3-(4-methyl-2-thienyl)-1H-pyrazole (9.1 mmol) was dissolved in 20 mL dry N,N-dimethylformamide and cooled to 0° C. under argon atmosphere. Sodium hydride (13.7 mmol, 60% dispersion in mineral oil) was added in portions at 0° C. The reaction mixture was allowed to warm to room temperature and was stirred at room temperature for 15 min. After cooling to 0° C. again, propyl iodide (18.3 mmol) was added dropwise at 0° C. The reaction mixture was stirred at room temperature for 14 h. Water and MTBE w... The reactants are CC=1C=C(SC1)C1=NNC=C1 (3-(4-methyl-2-thienyl)-1H-pyrazole), C(CC)I (propyl iodide), O (Water), [H-].[Na+] (Sodium hydride).